This data is from the Open Reaction Database (ORD), a public repository of structured organic reaction records. The task is: describe an organic reaction: reactants, conditions, products, and yield The reactants are [N-]=[N+]=[N-] (azide), O (H2O), C1=CC=C(C=C1)P(C2=CC=CC=C2)C3=CC=CC=C3 (PPh3), N(=[N+]=[N-])CC1=CC(=C(C=C1)C1=CC=CC=C1)OC (4-Azidomethyl-2-methoxy-biphenyl). Run in C1CCOC1 (THF). Reaction conditions: time 8 hour. Product: NCC=1C=C(C(=CC1)C1=CC=CC=C1)O (4-Aminomethyl-biphenyl-2-ol). The yield is 100.4%. As a reaction SMILES: [N:1]([CH2:4][C:5]1[CH:10]=[CH:9][C:8]([C:11]2[CH:16]=[CH:15][CH:14]=[CH:13][CH:12]=2)=[C:7]([O:17]C)[CH:6]=1)=[N+]=[N-].O.C1C=CC(P(C2C=CC=CC=2)C2C=CC=CC=2)=CC=1.[N-]=[N+]=[N-]>C1COCC1>[NH2:1][CH2:4][C:5]1[CH:6]=[C:7]([OH:17])[C:8]([C:11]2[CH:16]=[CH:15][CH:14]=[CH:13][CH:12]=2)=[CH:9][CH:10]=1. Reported procedure: 4-Azidomethyl-2-methoxy-biphenyl (100 mg, 0.42 mmol) is dissolved in THF (5 mL) and H2O (0.5 mL) and to which PPh3 (100 mg, 0.38 mmol) is added. The mixture is allowed to stir at room temperature overnight. After analysis of TLC suggested the disappearance of the starting azide, the reaction is stopped and THF evaporated. The residue is purified through chromatography to provide the title compound (84 mg, 100%). The reactants are C(C)OC(=O)C1=C(C=2N(N(C1=O)CCCCCC)C=CC2)O (1-hexyl-4-hydroxy-2-oxo-1,2-dihydro-pyrrolo[1,2-b]pyridazine-3-carboxylic acid ethyl ester), NCC(=O)[O-].[Na+] (sodium glycinate). The product is C(CCCCC)N1N2C(C(=C(C1=O)C(=O)NCC(=O)O)O)=CC=C2 ([(1-Hexyl-4-hydroxy-2-oxo-1,2-dihydro-pyrrolo[1,2-b]pyridazine-3-carbonyl)-amino]-acetic acid). Reaction SMILES: C(O[C:4]([C:6]1[C:11](=[O:12])[N:10]([CH2:13][CH2:14][CH2:15][CH2:16][CH2:17][CH3:18])[N:9]2[CH:19]=[CH:20][CH:21]=[C:8]2[C:7]=1[OH:22])=[O:5])C.[NH2:23][CH2:24][C:25]([O-:27])=[O:26].[Na+]>>[CH2:13]([N:10]1[C:11](=[O:12])[C:6]([C:4]([NH:23][CH2:24][C:25]([OH:27])=[O:26])=[O:5])=[C:7]([OH:22])[C:8]2=[CH:21][CH:20]=[CH:19][N:9]12)[CH2:14][CH2:15][CH2:16][CH2:17][CH3:18] |f:1.2|. Procedure details: Prepared according to the glycinolysis condition used in Example 1 step d) from 1-hexyl-4-hydroxy-2-oxo-1,2-dihydro-pyrrolo[1,2-b]pyridazine-3-carboxylic acid ethyl ester (1.0 eq.) and sodium glycinate (15 eq.). ESI (m/z): 336 (M+H)+. Starting materials: OC1=CC2=C(OCC3(CN(C(O3)=O)C(C)C)CO2)C=C1 (7-hydroxy-3'-isopropyl-3,4-dihydro-2H-1,5-benzodioxepin-3-spiro-5'-oxazolidin-2'-one), O.O.O.O.O.O.O.O.[OH-].[Ba+2].[OH-] (barium hydroxide octahydrate). The solvent is O (water), O (water). Reaction conditions: time 1 hour. Yields the product OC1(COC2=C(OC1)C=CC(=C2)O)CNC(C)C (3,7-dihydroxy-3-isopropylaminomethyl-3,4-dihydro-2H-1,5-benzodioxepin). RXN SMILES: [OH:1][C:2]1[CH:20]=[CH:19][C:5]2[O:6][CH2:7][C:8]3([CH2:17][O:18][C:4]=2[CH:3]=1)[O:12]C(=O)[N:10]([CH:14]([CH3:16])[CH3:15])[CH2:9]3.O.O.O.O.O.O.O.O.[OH-].[Ba+2].[OH-]>O>[OH:12][C:8]1([CH2:9][NH:10][CH:14]([CH3:16])[CH3:15])[CH2:7][O:6][C:5]2[CH:19]=[CH:20][C:2]([OH:1])=[CH:3][C:4]=2[O:18][CH2:17]1 |f:1.2.3.4.5.6.7.8.9.10.11|. Procedure: A mixture of 7-hydroxy-3'-isopropyl-3,4-dihydro-2H-1,5-benzodioxepin-3-spiro-5'-oxazolidin-2'-one (200 mg.; 0.716 mmole), barium hydroxide octahydrate (1.08 g.; 3.42 mole) and water (3.2 ml.) in an evacuated sealed glass tube (a Carius tube) is heated in a rocking oven at 160°-165° C. for 16 hours. The reaction mixture then is poured into boiling water (60 ml.) with stirring and vigorous passage of carbon dioxide until all barium ions have been removed from solution (pH ca. 6.8 by narrow range p... Reactants: [H-].[Na+] (sodium hydride), CCOC(=O)C(C)P(=O)(OCC)OCC (triethyl 2-phosphonopropionate), COC=1C=C(C2=CC=CC(=C2C1OCOC)CCC)C=O (3-methoxy-4-methoxymethoxy-5-propyl-1-naphthalenecarbaldehyde). Run in CN(C=O)C (N,N-dimethylformamide), CN(C=O)C (N,N-dimethylformamide), [Cl-].[Na+].O (brine). Conditions: temperature 10 celsius, time 1 hour. Yields the product OC1=C(C=C(C2=CC=CC(=C12)CCC)/C=C(/C(=O)O)\C)OC ((E)-3-(4-hydroxy-3-methoxy-5-propyl-1-naphthyl)-2-methylpropenoic acid). Isolated yield 115.7%. RXN SMILES: [H-].[Na+].CC[O:5][C:6]([CH:8](P(OCC)(OCC)=O)[CH3:9])=[O:7].[CH3:18][O:19][C:20]1[CH:21]=[C:22]([CH:37]=O)[C:23]2[C:28]([C:29]=1[O:30]COC)=[C:27]([CH2:34][CH2:35][CH3:36])[CH:26]=[CH:25][CH:24]=2>CN(C)C=O.[Cl-].[Na+].O>[OH:30][C:29]1[C:28]2[C:23](=[CH:24][CH:25]=[CH:26][C:27]=2[CH2:34][CH2:35][CH3:36])[C:22](/[CH:37]=[C:8](\[CH3:9])/[C:6]([OH:5])=[O:7])=[CH:21][C:20]=1[O:19][CH3:18] |f:0.1,5.6.7|. Reported procedure: 45 g of 60% sodium hydride was suspended in 650 ml of N,N-dimethylformamide and cooled to 10° C. 355 g of triethyl 2-phosphonopropionate was added to the solution to make a clear solution. A solution of 270 g of 3-methoxy-4-methoxymethoxy-5-propyl-1-naphthalenecarbaldehyde in N,N-dimethylformamide (250 ml) was dropped in the solution and stirred at room temperature for 1 hour. The reaction mixture was poured into brine and extracted with ethyl acetate. The organic layer was washed with brine, dr...